From a dataset of the Open Reaction Database (ORD), a public repository of structured organic reaction records. describe an organic reaction: reactants, conditions, products, and yield Reactants: N1(CCOCC1)S(=O)(=O)C1=C(NC2=CC=C(C=C12)C#CC1=CC=CC=C1)C(=O)N (3-(Morpholin-4-ylsulfonyl)-5-(phenylethynyl)-1H-indole-2-carboxamide). Run in CO (methanol). Run at time 1 hour. The product is N1(CCOCC1)S(=O)(=O)C1=C(NC2=CC=C(C=C12)CCC1=CC=CC=C1)C(=O)N (3-(Morpholin-4-ylsulfonyl)-5-(2-phenylethyl)-1H-indole-2-carboxamide). Reaction SMILES: [N:1]1([S:7]([C:10]2[C:18]3[C:13](=[CH:14][CH:15]=[C:16]([C:19]#[C:20][C:21]4[CH:26]=[CH:25][CH:24]=[CH:23][CH:22]=4)[CH:17]=3)[NH:12][C:11]=2[C:27]([NH2:29])=[O:28])(=[O:9])=[O:8])[CH2:6][CH2:5][O:4][CH2:3][CH2:2]1>CO>[N:1]1([S:7]([C:10]2[C:18]3[C:13](=[CH:14][CH:15]=[C:16]([CH2:19][CH2:20][C:21]4[CH:26]=[CH:25][CH:24]=[CH:23][CH:22]=4)[CH:17]=3)[NH:12][C:11]=2[C:27]([NH2:29])=[O:28])(=[O:8])=[O:9])[CH2:2][CH2:3][O:4][CH2:5][CH2:6]1. Procedure details: 3-(Morpholin-4-ylsulfonyl)-5-(phenylethynyl)-1H-indole-2-carboxamide (50 mg, 0.12 mmol, 1.0 equiv) was dissolved in 10 mL of methanol. The vessel was degassed and charged with 10% palladium on carbon (5 mg, 10 weight percent). The vessel was then charged with 1 atm. H2 and stirred vigorously for 1 hour. The reaction was filtered through a pad of Celite, the pad was washed with methanol and the filtrate was concentrated in vacuo to provide the title compound. Proton NMR was consistent with the ti... Starting materials: OC(CCN(C(OC(C)(C)C)=O)C)CC ((3-hydroxypentyl)methylcarbamic acid, 1,1-dimethylethyl ester), ClC1=CC(=C(C#N)C=C1F)F (4-chloro-2,5-difluorobenzonitrile). Run in CN(C=O)C (N,N-dimethylformamide). Product: ClC=1C(=CC(=C(OC(CCN(C(OC(C)(C)C)=O)C)CC)C1)C#N)F ([3-(5-Chloro-2-cyano-4-fluorophenoxy)pentyl]methylcarbamic acid, 1,1-dimethylethyl ester). RXN SMILES: [OH:1][CH:2]([CH2:14][CH3:15])[CH2:3][CH2:4][N:5]([CH3:13])[C:6](=[O:12])[O:7][C:8]([CH3:11])([CH3:10])[CH3:9].[Cl:16][C:17]1[C:24]([F:25])=[CH:23][C:20]([C:21]#[N:22])=[C:19](F)[CH:18]=1>CN(C)C=O>[Cl:16][C:17]1[C:24]([F:25])=[CH:23][C:20]([C:21]#[N:22])=[C:19]([CH:18]=1)[O:1][CH:2]([CH2:14][CH3:15])[CH2:3][CH2:4][N:5]([CH3:13])[C:6](=[O:12])[O:7][C:8]([CH3:10])([CH3:11])[CH3:9]. Procedure details: The subtitle compound was prepared according to the method of Example 3 step (b) using (3-hydroxypentyl)methylcarbamic acid, 1,1-dimethylethyl ester and 4-chloro-2,5-difluorobenzonitrile in N,N-dimethylformamide.